This data is from the Open Reaction Database (ORD), a public repository of structured organic reaction records. The task is: describe an organic reaction: reactants, conditions, products, and yield The reactants are CC(=O)Nc1nc(C)c(-c2cc(S(=O)(=O)N3CCN(C)CC3)sc2Br)s1, [Li]CCCC. Yields the product CC(=O)Nc1nc(C)c(-c2csc(S(=O)(=O)N3CCN(C)CC3)c2)s1. As a reaction SMILES: [Br:1][c:2]1[s:3][c:4]([S:17](=[O:18])(=[O:19])[N:20]2[CH2:21][CH2:22][N:23]([CH3:26])[CH2:24][CH2:25]2)[cH:5][c:6]1-[c:7]1[c:8]([CH3:16])[n:9][c:10]([NH:12][C:13]([CH3:14])=[O:15])[s:11]1.[CH2:27]([Li:28])[CH2:29][CH2:30][CH3:31]>>[cH:2]1[s:3][c:4]([S:17](=[O:18])(=[O:19])[N:20]2[CH2:21][CH2:22][N:23]([CH3:26])[CH2:24][CH2:25]2)[cH:5][c:6]1-[c:7]1[c:8]([CH3:16])[n:9][c:10]([NH:12][C:13]([CH3:14])=[O:15])[s:11]1. Starting materials: [Br-], COc1ccc(OC)c(C(C)CC[P+](c2ccccc2)(c2ccccc2)c2ccccc2)c1, CS(C)=O, [H-], [Na+], C1CCOC1, O=Cc1ccncc1. Reaction SMILES: [Br-:1].[CH3:2][O:3][c:4]1[c:5]([CH:12]([CH2:13][CH2:14][P+:15]([c:16]2[cH:17][cH:18][cH:19][cH:20][cH:21]2)([c:22]2[cH:23][cH:24][cH:25][cH:26][cH:27]2)[c:28]2[cH:29][cH:30][cH:31][cH:32][cH:33]2)[CH3:34])[cH:6][c:7]([O:10][CH3:11])[cH:8][cH:9]1.[CH3:45][S:46]([CH3:47])=[O:48].[H-:43].[Na+:44].[O:49]1[CH2:50][CH2:51][CH2:52][CH2:53]1.[n:35]1[cH:36][cH:37][c:38]([CH:41]=[O:42])[cH:39][cH:40]1>>[CH3:2][O:3][c:4]1[c:5]([CH:12]([CH2:13][CH:14]=[CH:41][c:38]2[cH:37][cH:36][n:35][cH:40][cH:39]2)[CH3:34])[cH:6][c:7]([O:10][CH3:11])[cH:8][cH:9]1. Product: COc1ccc(OC)c(C(C)CC=Cc2ccncc2)c1. The reactants are Cl.BrC1=CC=C(C=C1)NN (4-Bromophenylhydrazine hydrochloride), BrC1=CC=C(CBr)C=C1 (p-bromobenzyl bromide). Reagents/catalysts: [Br-].C(CCC)[N+](CCCC)(CCCC)CCCC (tetrabutylammonium bromide). Run in C(Cl)Cl (CH2Cl2). Yields the product BrC1=CC=C(CN(N)C2=CC=C(C=C2)Br)C=C1 (N-(4-Bromobenzyl)-N-(4-bromophenyl)hydrazine). Reaction SMILES: Cl.[Br:2][C:3]1[CH:8]=[CH:7][C:6]([NH:9][NH2:10])=[CH:5][CH:4]=1.[Br:11][C:12]1[CH:19]=[CH:18][C:15]([CH2:16]Br)=[CH:14][CH:13]=1>[Br-].C([N+](CCCC)(CCCC)CCCC)CCC.C(Cl)Cl>[Br:11][C:12]1[CH:19]=[CH:18][C:15]([CH2:16][N:9]([C:6]2[CH:7]=[CH:8][C:3]([Br:2])=[CH:4][CH:5]=2)[NH2:10])=[CH:14][CH:13]=1 |f:0.1,3.4|. Procedure details: 4-Bromophenylhydrazine hydrochloride (30 g, 134 mmol), p-bromobenzyl bromide (40 g, 161 mmol), disopropylethylamine (43 g, 335 mmol) and tetrabutylammonium bromide (13 g, 40 mmol) were stirred together in 400 mL of CH2Cl2 at r.t. overnight. The mixture was then washed with H2O, dried over MgSO4 and the title product was purified by flash chromatography on silica using EtOAc:hexane (30:70) and by a swish in hexanes. Yield 34 g (71%).